From a dataset of the Open Reaction Database (ORD), a public repository of structured organic reaction records. describe an organic reaction: reactants, conditions, products, and yield Starting materials: CCCCCCCCCCCCN, CCO, O=CC(O)C(O)C(O)C(O)CO. Product: NCCCCCCCCCCCCC1OC(CO)C(O)C(O)C1O. RXN SMILES: [CH2:13]([CH2:14][CH2:15][CH2:16][CH2:17][CH2:18][CH2:19][CH2:20][CH2:21][CH2:22][CH2:23][CH3:24])[NH2:25].[CH3:26][CH2:27][OH:28].[O:1]=[CH:2][CH:3]([OH:4])[CH:5]([OH:6])[CH:7]([OH:8])[CH:9]([OH:10])[CH2:11][OH:12]>>[CH:2]1([CH2:24][CH2:23][CH2:22][CH2:21][CH2:20][CH2:19][CH2:18][CH2:17][CH2:16][CH2:15][CH2:14][CH2:13][NH2:25])[CH:3]([OH:4])[CH:5]([OH:6])[CH:7]([OH:8])[CH:9]([CH2:11][OH:12])[O:10]1. Reactants: C1(CC1)COC1=C(C=C(C=C1)C=1OC2=C(N1)C=CC(=C2)O)F (2-(4-(cyclopropylmethoxy)-3-fluorophenyl)-1,3-benzoxazol-6-ol), OC[C@H](C)NC(OC(C)(C)C)=O (tert-butyl ((2S)-1-hydroxypropan-2-yl)carbamate), C1(=CC=CC=C1)P(C1=CC=CC=C1)C1=CC=CC=C1 (triphenylphosphine), C1(=CC=CC=C1)C.N(=NC(=O)OC(C)C)C(=O)OC(C)C (diisopropyl azodicarboxylate toluene). Solvent: C1CCOC1 (THF). Run at time 16 hour. The product is C1(CC1)COC1=C(C=C(C=C1)C=1OC2=C(N1)C=CC(=C2)OC[C@H](C)NC(OC(C)(C)C)=O)F (tert-butyl ((2S)-1-((2-(4-(cyclopropylmethoxy)-3-fluorophenyl)-1,3-benzoxazol-6-yl)oxy)propan-2-yl)carbamate). The yield is 48.8%. Reaction SMILES: [CH:1]1([CH2:4][O:5][C:6]2[CH:11]=[CH:10][C:9]([C:12]3[O:13][C:14]4[CH:20]=[C:19]([OH:21])[CH:18]=[CH:17][C:15]=4[N:16]=3)=[CH:8][C:7]=2[F:22])[CH2:3][CH2:2]1.O[CH2:24][C@@H:25]([NH:27][C:28](=[O:34])[O:29][C:30]([CH3:33])([CH3:32])[CH3:31])[CH3:26].C1(P(C2C=CC=CC=2)C2C=CC=CC=2)C=CC=CC=1.C1(C)C=CC=CC=1.N(C(OC(C)C)=O)=NC(OC(C)C)=O>C1COCC1>[CH:1]1([CH2:4][O:5][C:6]2[CH:11]=[CH:10][C:9]([C:12]3[O:13][C:14]4[CH:20]=[C:19]([O:21][CH2:26][C@@H:25]([NH:27][C:28](=[O:34])[O:29][C:30]([CH3:31])([CH3:33])[CH3:32])[CH3:24])[CH:18]=[CH:17][C:15]=4[N:16]=3)=[CH:8][C:7]=2[F:22])[CH2:2][CH2:3]1 |f:3.4|. Reported procedure: To a solution of 2-(4-(cyclopropylmethoxy)-3-fluorophenyl)-1,3-benzoxazol-6-ol (1.00 g), tert-butyl ((2S)-1-hydroxypropan-2-yl)carbamate (0.878 g) and triphenylphosphine (1.32 g) in THF (10 mL) was added dropwise diisopropyl azodicarboxylate toluene solution (1.9 M, 2.64 mL), and the mixture was stirred at room temperature for 16 hr. The reaction mixture was concentrated under reduced pressure, and the residue was purified by silica gel column chromatography (NH, hexane/ethyl acetate) to give th...